From a dataset of the Open Reaction Database (ORD), a public repository of structured organic reaction records. describe an organic reaction: reactants, conditions, products, and yield Starting materials: [Si](C)(C)(C(C)(C)C)OCCC=1N=CN(C1)C(C1=CC=CC=C1)(C1=CC=CC=C1)C1=CC=CC=C1 (4-[2-(tert-butyldimethylsilanyloxy)-ethyl]-1-trityl-1H-imidazole), BrCC1=C(C#N)C=CC=C1 (2-bromomethylbenzonitrile), C(C)NCC (diethylamine). Solvent: C(C)#N (acetonitrile). Reaction conditions: temperature 60 celsius, time 16 hour. The product is [Si](C)(C)(C(C)(C)C)OCCC1=CN=CN1CC1=C(C#N)C=CC=C1 (2-{5-[2-(tert-butyldimethylsilanyloxy)-ethyl]-imidazol-1-ylmethyl}-benzonitrile). As a reaction SMILES: [Si:1]([O:8][CH2:9][CH2:10][C:11]1[N:12]=[CH:13][N:14](C(C2C=CC=CC=2)(C2C=CC=CC=2)C2C=CC=CC=2)[CH:15]=1)([C:4]([CH3:7])([CH3:6])[CH3:5])([CH3:3])[CH3:2].Br[CH2:36][C:37]1[CH:44]=[CH:43][CH:42]=[CH:41][C:38]=1[C:39]#[N:40].C(NCC)C>C(#N)C>[Si:1]([O:8][CH2:9][CH2:10][C:11]1[N:12]([CH2:36][C:37]2[CH:44]=[CH:43][CH:42]=[CH:41][C:38]=2[C:39]#[N:40])[CH:13]=[N:14][CH:15]=1)([C:4]([CH3:5])([CH3:7])[CH3:6])([CH3:2])[CH3:3]. Procedure: To a solution of 4-[2-(tert-butyldimethylsilanyloxy)-ethyl]-1-trityl-1H-imidazole (2.10 g, 4.48 mmol) in acetonitrile (20 mL) is added 2-bromomethylbenzonitrile (0.967 g, 4.93 mmol). The reaction mixture is stirred at 60° C. for 16 h. It is then cooled to room temperature and diethylamine (5 mL, 44.8 mmol) is added. The reaction mixture is stirred at 60° C. for 30 min. It is then cooled to room temperature and the solvents are removed in vacuo. Methanol (25 mL) is added and stirring is continued... The reactants are N4-(3,4-ethylenedioxyphenyl)-5-fluoro-N2-[3-(N-methylamino)carbonylmethyleneoxyphenyl]-2,4-pyrimidinediamine, C1OC=2C=C(C=CC2OC1)NC1=NC(=NC=C1F)NC=1C=CC2=C(C=C(O2)C(=O)OC)C1 (N4-(3,4-ethylenedioxyphenyl)-5-fluoro-N2-(2-methoxycarbonylbenzofuran-5-yl)-2,4-pyrimidinediamine), OCCN (2-hydroxyethylamine). Product: C1OC=2C=C(C=CC2OC1)NC1=NC(=NC=C1F)NC=1C=CC2=C(C=C(O2)C(=O)NCCO)C1 (N4-(3,4-ethylenedioxyphenyl)-5-fluoro-N2-[2-(N-2-hydroxyethylamino)carbonylbenzofuran-5-yl]-2,4-pyrimidinediamine). Reaction SMILES: [CH2:1]1[CH2:10][O:9][C:8]2[CH:7]=[CH:6][C:5]([NH:11][C:12]3[C:17]([F:18])=[CH:16][N:15]=[C:14]([NH:19][C:20]4[CH:21]=[CH:22][C:23]5[O:27][C:26]([C:28](OC)=[O:29])=[CH:25][C:24]=5[CH:32]=4)[N:13]=3)=[CH:4][C:3]=2[O:2]1.[OH:33][CH2:34][CH2:35][NH2:36]>>[CH2:1]1[CH2:10][O:9][C:8]2[CH:7]=[CH:6][C:5]([NH:11][C:12]3[C:17]([F:18])=[CH:16][N:15]=[C:14]([NH:19][C:20]4[CH:21]=[CH:22][C:23]5[O:27][C:26]([C:28]([NH:36][CH2:35][CH2:34][OH:33])=[O:29])=[CH:25][C:24]=5[CH:32]=4)[N:13]=3)=[CH:4][C:3]=2[O:2]1. Procedure details: In like manner to preparation of N4-(3,4-ethylenedioxyphenyl)-5-fluoro-N2-[3-(N-methylamino)carbonylmethyleneoxyphenyl]-2,4-pyrimidinediamine, the reaction of N4-(3,4-ethylenedioxyphenyl)-5-fluoro-N2-(2-methoxycarbonylbenzofuran-5-yl)-2,4-pyrimidinediamine with 2-hydroxyethylamine yielded N4-(3,4-ethylenedioxyphenyl)-5-fluoro-N2-[2-(N-2-hydroxyethylamino)carbonylbenzofuran-5-yl]-2,4-pyrimidinediamine.